Dataset: the Open Reaction Database (ORD), a public repository of structured organic reaction records. Task: describe an organic reaction: reactants, conditions, products, and yield Starting materials: BrC1=C(C=C2CCN(C(C2=C1)C(=O)O)CC(=O)N(CCC(CC#C)(C)C)C(C)(C)C)OC (7-bromo-2-(2-(tert-butyl-(3,3-dimethylhex-5-ynyl)amino)-2-oxoethyl)-6-methoxy-1,2,3,4-tetrahydroisoquinoline-1-carboxylic acid), [NH4+].[OH-] (NH4OH), O (water). Solvent: C(C)(=O)OC(C)=O (acetic anhydride), C(C)(=O)[O-].[Na+] (sodium acetate). Conditions: time 1 hour. Yields the product C(C)(C)(C)N1C(C2=C(C=C3N2CCC=2C=C(C(=CC32)Br)OC)CC(CC1)(C)C)=O (9-tert-butyl-2-bromo-12,12-dimethyl-3-methoxy-5,6,10,11,12,13-hexahydroazocino[4′,3′:4,5]pyrrolo[2,1-a]isoquinolin-8(9H)-one). Yield: 22.1%. RXN SMILES: [Br:1][C:2]1[CH:11]=[C:10]2[C:5]([CH2:6][CH2:7][N:8]([CH2:15][C:16]([N:18]([C:27]([CH3:30])([CH3:29])[CH3:28])[CH2:19][CH2:20][C:21]([CH3:26])([CH3:25])[CH2:22][C:23]#[CH:24])=[O:17])[CH:9]2C(O)=O)=[CH:4][C:3]=1[O:31][CH3:32].O.[NH4+].[OH-]>C(OC(=O)C)(=O)C.C([O-])(=O)C.[Na+]>[C:27]([N:18]1[CH2:19][CH2:20][C:21]([CH3:25])([CH3:26])[CH2:22][C:23]2[CH:24]=[C:9]3[C:10]4[CH:11]=[C:2]([Br:1])[C:3]([O:31][CH3:32])=[CH:4][C:5]=4[CH2:6][CH2:7][N:8]3[C:15]=2[C:16]1=[O:17])([CH3:30])([CH3:29])[CH3:28] |f:2.3,5.6|. Procedure: A solution of 350 mg of 24g in 5 ml of acetic anhydride and 300 mg of sodium acetate, was heated at 90-100° C. for 3 h. The reaction was cooled to rt and 10 ml of water was added and stirring at ambient temperature was prolonged for 1 hr. The mixture was neutralized by addition of cold conc. NH4OH and the product was extracted with ethyl acetate. The organic extract was washed with water, dried and concentrated, and the remainders chromatographed over silicagel (using a gradient of heptane/ethyl... Starting materials: C(#N)C1=CC(=C(C=C1F)C=1C=NN(C1O)C1=NC=C(C(=O)O)C=C1)C (6-(4-(4-cyano-5-fluoro-2-methylphenyl)-5-hydroxy-1H-pyrazol-1-yl)nicotinic acid), Cl.Cl.CN1C2(CC2)CNCC1 (4-methyl-4,7-diazaspiro[2.5]octane dihydrochloride). Reported procedure: The title compound was prepared in a manner similar to Example 112 using 6-(4-(4-cyano-5-fluoro-2-methylphenyl)-5-hydroxy-1H-pyrazol-1-yl)nicotinic acid and 4-methyl-4,7-diazaspiro[2.5]octane dihydrochloride. 1H NMR (400 MHz, DMSO-d6) δ ppm 0.26-0.83 (m, 4H) 2.41 (d, J=3.79 Hz, 6H) 2.89 (br. s., 2H) 3.40-3.91 (m, 4H) 7.73 (d, J=7.07 Hz, 1H) 7.98 (d, J=11.87 Hz, 2H) 8.20 (s, 1H) 8.35-8.63 (m, 2H); ESI-MS m/z [M+H]+ 447.3. RXN SMILES: [C:1]([C:3]1[C:8]([F:9])=[CH:7][C:6]([C:10]2[CH:11]=[N:12][N:13]([C:16]3[CH:24]=[CH:23][C:19]([C:20]([OH:22])=O)=[CH:18][N:17]=3)[C:14]=2[OH:15])=[C:5]([CH3:25])[CH:4]=1)#[N:2].Cl.Cl.[CH3:28][N:29]1[CH2:36][CH2:35][NH:34][CH2:33][C:30]21[CH2:32][CH2:31]2>>[F:9][C:8]1[CH:7]=[C:6]([C:10]2[CH:11]=[N:12][N:13]([C:16]3[CH:24]=[CH:23][C:19]([C:20]([N:34]4[CH2:33][C:30]5([CH2:32][CH2:31]5)[N:29]([CH3:28])[CH2:36][CH2:35]4)=[O:22])=[CH:18][N:17]=3)[C:14]=2[OH:15])[C:5]([CH3:25])=[CH:4][C:3]=1[C:1]#[N:2] |f:1.2.3|. The product is FC1=C(C#N)C=C(C(=C1)C=1C=NN(C1O)C1=NC=C(C=C1)C(=O)N1CCN(C2(CC2)C1)C)C (2-fluoro-4-(5-hydroxy-1-(5-(4-methyl-4,7-diazaspiro[2.5]octane-7-carbonyl)pyridin-2-yl)-1H-pyrazol-4-yl)-5-methylbenzonitrile).